Task: describe an organic reaction: reactants, conditions, products, and yield. Dataset: the Open Reaction Database (ORD), a public repository of structured organic reaction records Starting materials: [H-].[Na+] (sodium hydride), N1C=NC=C1 (imidazole), CS(=O)(=O)OCCCC1=CC=C(C=C1)OCC=1N=C(OC1)\C=C\C1=CC=CC=C1 (3-[4-[2-[(E)-2-phenylethenyl]-4-oxazolylmethoxy]phenyl]propyl methanesulfonate). The solvent is O (water), CN(C=O)C (N,N-dimethylformamide). Run at time 1 hour. Product: N1(C=NC=C1)CCCC1=CC=C(OCC=2N=C(OC2)\C=C\C2=CC=CC=C2)C=C1 (4-[4-[3-(1-imidazolyl)propyl]phenoxymethyl]-2-[(E)-2-phenylethenyl]oxazole). Yield: 61.3%. RXN SMILES: [NH:1]1[CH:5]=[CH:4][N:3]=[CH:2]1.[H-].[Na+].CS(O[CH2:13][CH2:14][CH2:15][C:16]1[CH:21]=[CH:20][C:19]([O:22][CH2:23][C:24]2[N:25]=[C:26](/[CH:29]=[CH:30]/[C:31]3[CH:36]=[CH:35][CH:34]=[CH:33][CH:32]=3)[O:27][CH:28]=2)=[CH:18][CH:17]=1)(=O)=O>CN(C)C=O.O>[N:1]1([CH2:13][CH2:14][CH2:15][C:16]2[CH:17]=[CH:18][C:19]([O:22][CH2:23][C:24]3[N:25]=[C:26](/[CH:29]=[CH:30]/[C:31]4[CH:32]=[CH:33][CH:34]=[CH:35][CH:36]=4)[O:27][CH:28]=3)=[CH:20][CH:21]=2)[CH:5]=[CH:4][N:3]=[CH:2]1 |f:1.2|. Procedure details: To a solution of imidazole (70 mg) in N,N-dimethylformamide (5 ml) was added, at 0° C., sodium hydride (60%, in oil, 50 mg). The mixture was stirred for one hour. To the reaction mixture was added 3-[4-[2-[(E)-2-phenylethenyl]-4-oxazolylmethoxy]phenyl]propyl methanesulfonate (350 mg). The mixture was stirred for 1.5 hour at 70° C. The reaction mixture was diluted with water and extracted with ethyl acetate. The ethyl acetate layer was washed with water, dried (MgSO4), and concentrated. The resul...